Task: describe an organic reaction: reactants, conditions, products, and yield. Dataset: the Open Reaction Database (ORD), a public repository of structured organic reaction records Reactants: [Al+3], CCOC(=O)NC1CCN(CCCC(c2ccc(F)cc2)c2ccc(F)cc2)CC1, [H-], [H-], [H-], [H-], [Li+], [Na+], C1CCOC1, [OH-], O. Yields the product CNC1CCN(CCCC(c2ccc(F)cc2)c2ccc(F)cc2)CC1. As a reaction SMILES: [Al+3:32].[F:1][c:2]1[cH:3][cH:4][c:5]([CH:8]([CH2:9][CH2:10][CH2:11][N:12]2[CH2:13][CH2:14][CH:15]([NH:18][C:19]([O:20][CH2:21][CH3:22])=[O:23])[CH2:16][CH2:17]2)[c:24]2[cH:25][cH:26][c:27]([F:30])[cH:28][cH:29]2)[cH:6][cH:7]1.[H-:31].[H-:34].[H-:35].[H-:36].[Li+:33].[Na+:39].[O:40]1[CH2:41][CH2:42][CH2:43][CH2:44]1.[OH-:38].[OH2:37]>>[F:1][c:2]1[cH:3][cH:4][c:5]([CH:8]([CH2:9][CH2:10][CH2:11][N:12]2[CH2:13][CH2:14][CH:15]([NH:18][CH3:19])[CH2:16][CH2:17]2)[c:24]2[cH:25][cH:26][c:27]([F:30])[cH:28][cH:29]2)[cH:6][cH:7]1. The product is NC1=NC(=CC(=N1)N1N=CC(=C1C)/C=C/C(=O)OCC)NCC1=CC=C(C=C1)OC (Ethyl 3-[1-[2-Amino-6-(4-methoxybenzylamino)-4-pyrimidinyl]-5-methyl-4-pyrazolyl]-2-trans-propenoate). Reaction SMILES: [NH2:1][C:2]1[N:7]=[C:6]([N:8]2[C:12]([CH3:13])=[C:11](C=O)[CH:10]=[N:9]2)[CH:5]=[C:4]([NH:16][CH2:17][C:18]2[CH:23]=[CH:22][C:21]([O:24][CH3:25])=[CH:20][CH:19]=2)[N:3]=1.[C:26]([CH:31]=[C:32]1CCP(C2C=CC=CC=2)C1(C1C=CC=CC=1)C1C=CC=CC=1)([O:28][CH2:29][CH3:30])=[O:27]>>[NH2:1][C:2]1[N:7]=[C:6]([N:8]2[C:12]([CH3:13])=[C:11](/[CH:32]=[CH:31]/[C:26]([O:28][CH2:29][CH3:30])=[O:27])[CH:10]=[N:9]2)[CH:5]=[C:4]([NH:16][CH2:17][C:18]2[CH:23]=[CH:22][C:21]([O:24][CH3:25])=[CH:20][CH:19]=2)[N:3]=1. The reactants are NC1=NC(=CC(=N1)N1N=CC(=C1C)C=O)NCC1=CC=C(C=C1)OC (1-[2-Amino-6-(4-methoxybenzylamino)-4-pyrimidinyl]-5-methyl-4-pyrazolecarbaldehyde), C(=O)(OCC)C=C1C(P(CC1)C1=CC=CC=C1)(C1=CC=CC=C1)C1=CC=CC=C1 ((carboethoxymethylene)triphenylphospholane). Procedure details: The compound obtained in (2) above weighing 3.50 g and 4.3 g of (carboethoxymethylene)triphenylphospholane were allowed to react and worked up in the same manner as in Example 57-(3) to give 3.22 g of the title compound as a white solid. Reactants: BrCc1ccccc1, CN(C)C=O, [H-], [Na+], O, CC(=O)c1c(C)cc(C)c(C)c1O. Reaction SMILES: [Br:16][CH2:17][c:18]1[cH:19][cH:20][cH:21][cH:22][cH:23]1.[CH3:25][N:26]([CH3:27])[CH:28]=[O:29].[H-:14].[Na+:15].[OH2:24].[OH:1][c:2]1[c:3]([C:11]([CH3:12])=[O:13])[c:4]([CH3:10])[cH:5][c:6]([CH3:9])[c:7]1[CH3:8]>>[O:1]([c:2]1[c:3]([C:11]([CH3:12])=[O:13])[c:4]([CH3:10])[cH:5][c:6]([CH3:9])[c:7]1[CH3:8])[CH2:17][c:18]1[cH:19][cH:20][cH:21][cH:22][cH:23]1. Yields the product CC(=O)c1c(C)cc(C)c(C)c1OCc1ccccc1.